Dataset: the Open Reaction Database (ORD), a public repository of structured organic reaction records. Task: describe an organic reaction: reactants, conditions, products, and yield The reactants are CC(O)c1cc(Br)cc([N+](=O)[O-])c1, C1COCCO1. Yields the product CC(=O)c1cc(Br)cc([N+](=O)[O-])c1. Reaction SMILES: [Br:1][c:2]1[cH:3][c:4]([CH:11]([CH3:12])[OH:13])[cH:5][c:6]([N+:8](=[O:9])[O-:10])[cH:7]1.[O:14]1[CH2:15][CH2:16][O:17][CH2:18][CH2:19]1>>[Br:1][c:2]1[cH:3][c:4]([C:11]([CH3:12])=[O:13])[cH:5][c:6]([N+:8](=[O:9])[O-:10])[cH:7]1. The reactants are C(C(=O)Cl)(=O)Cl (Oxalyl chloride), C1(=CC=CC=C1)C=1C=C(C(=O)O)C=CC1 (3-phenylbenzoic acid), C(C)(CC)N (Sec-butylamine), acid chloride. Run in C1CCOC1.CN(C)C=O (THF DMF). Reaction conditions: time 2.5 hour. Yields the product C(C)(CC)NC(C1=CC(=CC=C1)C1=CC=CC=C1)=O (N-(+/−)-sec-butyl 3-phenylbenzamide). RXN SMILES: C(Cl)(=O)C(Cl)=O.[C:7]1([C:13]2[CH:14]=[C:15]([CH:19]=[CH:20][CH:21]=2)[C:16]([OH:18])=O)[CH:12]=[CH:11][CH:10]=[CH:9][CH:8]=1.[CH:22]([NH2:26])([CH2:24][CH3:25])[CH3:23]>C1COCC1.CN(C=O)C>[CH:22]([NH:26][C:16](=[O:18])[C:15]1[CH:19]=[CH:20][CH:21]=[C:13]([C:7]2[CH:8]=[CH:9][CH:10]=[CH:11][CH:12]=2)[CH:14]=1)([CH2:24][CH3:25])[CH3:23] |f:3.4|. Procedure details: Oxalyl chloride (132 μL, 1.5 mmol) was added over a 10 minute period to a mixture of 3-phenylbenzoic acid (200 mg, 1 mmol) dissolved in a mixture THF/DMF (3.5 mL/58 μL). After the addition, the reaction was stirred at room temperature for 2.5 hours. Sec-butylamine (253 μL, 2.5 mmol) was then added into half of the acid chloride solution at 0° C. The reaction was then stirred at room temperature for 18 hours. The reaction was concentrated and water was added to the residue. The aqueous phase was ... The reactants are CC#N, CC(C)NCC(CC(=O)O)Nc1ccc(C#N)c(Cl)c1, Cl, O. Yields the product CC(C)N1CC(Nc2ccc(C#N)c(Cl)c2)CC1=O. As a reaction SMILES: [CH3:22][C:23]#[N:24].[Cl:2][c:3]1[cH:4][c:5]([NH:11][CH:12]([CH2:13][C:14](=[O:15])[OH:16])[CH2:17][NH:18][CH:19]([CH3:20])[CH3:21])[cH:6][cH:7][c:8]1[C:9]#[N:10].[ClH:1].[OH2:25]>>[Cl:2][c:3]1[cH:4][c:5]([NH:11][CH:12]2[CH2:13][C:14](=[O:15])[N:18]([CH:19]([CH3:20])[CH3:21])[CH2:17]2)[cH:6][cH:7][c:8]1[C:9]#[N:10]. Starting materials: N1=C(C=CC=C1)N1C=NC=2CNCCC21 (1-(pyridin-2-yl)-4,5,6,7-tetrahydro-1H-imidazo[4,5-c]pyridine), ClC1=C(C(=O)O)C=CC=C1Cl (2,3 dichlorobenzoic acid), ClC1=C(C(=O)O)C=CC=C1C(F)(F)F (2-chloro-3-(trifluoromethyl)benzoic acid). Product: ClC1=C(C=CC=C1Cl)C(=O)N1[C@H](C2=C(CC1)N(C=N2)C2=NC=CC=C2)C ((S*)-(2,3-dichlorophenyl)(4-methyl-1-(pyridin-2-yl)-6,7-dihydro-1H-imidazo[4,5-c]pyridin-5(4H)-yl)methanone). Reaction SMILES: [N:1]1[CH:6]=[CH:5][CH:4]=[CH:3][C:2]=1[N:7]1[C:15]2[CH2:14][CH2:13][NH:12][CH2:11][C:10]=2[N:9]=[CH:8]1.[Cl:16][C:17]1[C:25]([Cl:26])=[CH:24][CH:23]=[CH:22][C:18]=1[C:19](O)=[O:20].Cl[C:28]1C(C(F)(F)F)=CC=CC=1C(O)=O>>[Cl:16][C:17]1[C:25]([Cl:26])=[CH:24][CH:23]=[CH:22][C:18]=1[C:19]([N:12]1[CH2:13][CH2:14][C:15]2[N:7]([C:2]3[CH:3]=[CH:4][CH:5]=[CH:6][N:1]=3)[CH:8]=[N:9][C:10]=2[C@@H:11]1[CH3:28])=[O:20]. Procedure details: The title compound was prepared in a manner analogous to Example 1, Step C substituting the product from Example 191, Step 3 for 1-(pyridin-2-yl)-4,5,6,7-tetrahydro-1H-imidazo[4,5-c]pyridine and 2,3 dichlorobenzoic acid for 2-chloro-3-(trifluoromethyl)benzoic acid. MS (ESI) mass calcd. C19H16Cl2N4O, 386.1. m/z found, 387.1 [M+H]+. 1H NMR (400 MHz, CDCl3) δ 8.62-8.40 (m, 1H), 8.13-7.96 (m, 1H), 7.96-7.77 (m, 1H), 7.57-7.42 (m, 2H), 7.41-7.27 (m, 2H), 5.80 (t, J=8.0 Hz, 1H), 5.12-4.49 (m, 1H), 3.6... The reactants are OCC1CCN(CC1)C(=O)OC(C)(C)C (4-Hydroxymethyl-piperidine-1-carboxylic acid, tert-butyl ester), S(=O)(=O)(C(F)(F)F)OS(=O)(=O)C(F)(F)F (triflic anhydride), C(C)(C)N(CC)C(C)C (diisopropylethylamine), FC1(CCN(CC1)C[C@H]1CN(C[C@@H]1C1=CC(=CC=C1)F)[C@@H](C(=O)O)C(C)C)CCCC1=CC=CC=C1 (2(-R)-(3-(S)-((4-Fluoro-4-(3-phenylpropyl)piperidin-1-yl)methyl)-4-(S)-(3-fluorophenyl)-pyrrolidin-1-yl)-3-methylbutanoic acid), 6-lutidine, C(C)C1=NC=2C(=NC(=CC2C)C)N1 (2-ethyl-5,7-dimethyl-3-H-imidazo[4,5-b]pyridine). Solvent: C(Cl)Cl (CH2Cl2), C(Cl)Cl (CH2Cl2), CCOCC (Et2O). Run at temperature -78 celsius, time 5 minute. The product is C(C)C1=NC=2C(=NC(=CC2C)C)N1CC1CCN(CC1)C(=O)OC(C)(C)C (4-(2-Ethyl-5,7-dimethyl-imidazo[4,5-b]pyridin-3-ylmethyl)-piperidine-1-carboxylic acid, tert-butyl ester). The yield is 19.5%. RXN SMILES: O[CH2:2][CH:3]1[CH2:8][CH2:7][N:6]([C:9]([O:11][C:12]([CH3:15])([CH3:14])[CH3:13])=[O:10])[CH2:5][CH2:4]1.S(OS(C(F)(F)F)(=O)=O)(C(F)(F)F)(=O)=O.FC1(CCCC2C=CC=CC=2)CCN(C[C@@H]2[C@@H](C3C=CC=C(F)C=3)CN([C@H](C(C)C)C(O)=O)C2)CC1.C(N(C(C)C)CC)(C)C.[CH2:76]([C:78]1[NH:88][C:81]2=[N:82][C:83]([CH3:87])=[CH:84][C:85]([CH3:86])=[C:80]2[N:79]=1)[CH3:77]>C(Cl)Cl.CCOCC>[CH2:76]([C:78]1[N:88]([CH2:2][CH:3]2[CH2:8][CH2:7][N:6]([C:9]([O:11][C:12]([CH3:15])([CH3:14])[CH3:13])=[O:10])[CH2:5][CH2:4]2)[C:81]2=[N:82][C:83]([CH3:87])=[CH:84][C:85]([CH3:86])=[C:80]2[N:79]=1)[CH3:77]. Procedure details: To a solution of 0.216 g of 4-hydroxymethyl-piperidine-1-carboxylic acid, tert-butyl ester (from Step B) in 6 mL of CH2Cl2 at −78° C. was added 0.202 mL of triflic anhydride. After stirring at −78° C. for 5 minutes, 0.151 mL of 2, 6-lutidine was added dropwise. The temperature was maintained below −70° C. throughout the reaction. After stirring for 15 minutes, 0.35 mL of diisopropylethylamine was added dropwise. After 15 minutes, a solution of 0.35 g 2-ethyl-5,7-dimethyl-3-H-imidazo[4,5-b]pyridi... Product: COC1=C(C(C1=O)=O)C=1C=C(C=CC1)NC(=O)C=1SC=CC1NCC1=CC=NC2=CC=CC=C12 (3-[(Quinolin-4-ylmethyl)amino]thiophene-2-carboxylic acid [3-(2-methoxy-3,4-dioxocyclobut-1-enyl)phenyl]amide). Run in C(Cl)Cl (CH2Cl2). The reactants are CCOC(=O)C (EtOAc), COC=1C(C(C1[Sn](CCCC)(CCCC)CCCC)=O)=O (3-methoxy-4-tributylstannanylcyclobut-3-ene-1,2-dione), IC=1C=C(C=CC1)NC(=O)C=1SC=CC1NCC1=CC=NC2=CC=CC=C12 (3-[(quinolin-4-ylmethyl)amino]thiophene-2-carboxylic acid (3-iodophenyl)amide), benzylchlorobis(triphenyl phosphine)Pd(II). Reagents/catalysts: [Cu](I)I (copper iodide). RXN SMILES: [CH3:1][O:2][C:3]1[C:4](=[O:21])[C:5](=[O:20])[C:6]=1[Sn](CCCC)(CCCC)CCCC.I[C:23]1[CH:24]=[C:25]([NH:29][C:30]([C:32]2[S:33][CH:34]=[CH:35][C:36]=2[NH:37][CH2:38][C:39]2[C:48]3[C:43](=[CH:44][CH:45]=[CH:46][CH:47]=3)[N:42]=[CH:41][CH:40]=2)=[O:31])[CH:26]=[CH:27][CH:28]=1.CCOC(C)=O>[Cu](I)I.C(Cl)Cl>[CH3:1][O:2][C:3]1[C:4](=[O:21])[C:5](=[O:20])[C:6]=1[C:27]1[CH:26]=[C:25]([NH:29][C:30]([C:32]2[S:33][CH:34]=[CH:35][C:36]=2[NH:37][CH2:38][C:39]2[C:48]3[C:43](=[CH:44][CH:45]=[CH:46][CH:47]=3)[N:42]=[CH:41][CH:40]=2)=[O:31])[CH:24]=[CH:23][CH:28]=1. Reaction conditions: time 1 hour. Reported procedure: Nitrogen was bubbled through a solution containing 3-methoxy-4-tributylstannanylcyclobut-3-ene-1,2-dione (0.40 g, 1.0 mmol) and 3-[(quinolin-4-ylmethyl)amino]thiophene-2-carboxylic acid (3-iodophenyl)amide (0.54 g, 1.1 mmol) for 5 min, then benzylchlorobis(triphenyl phosphine)Pd(II) (45 mg, 0.06 mmol) and copper iodide (17 mg, 0.09 mmol) were added. The mixture stirred at rt for 1 h. EtOAc (50 mL) was added and the mixture was filtered, partitioned over saturated aqueous NH4Cl, and then washed w... Reactants: CC(C)(C)P(C(C)(C)C)C(C)(C)C, O=C([O-])[O-], Cc1ccccc1, Cc1ccc(Cl)cc1, [Cs+], [Cs+], c1ccc2[nH]ccc2c1. Product: Cc1ccc(-n2ccc3ccccc32)cc1. Reaction SMILES: [C:18]([P:19]([C:20]([CH3:21])([CH3:22])[CH3:23])[C:24]([CH3:25])([CH3:26])[CH3:27])([CH3:28])([CH3:29])[CH3:30].[C:31](=[O:32])([O-:33])[O-:34].[CH3:37][c:38]1[cH:39][cH:40][cH:41][cH:42][cH:43]1.[Cl:1][c:2]1[cH:3][cH:4][c:5]([CH3:8])[cH:6][cH:7]1.[Cs+:35].[Cs+:36].[nH:9]1[cH:10][cH:11][c:12]2[cH:13][cH:14][cH:15][cH:16][c:17]12>>[c:2]1(-[n:9]2[cH:10][cH:11][c:12]3[cH:13][cH:14][cH:15][cH:16][c:17]23)[cH:3][cH:4][c:5]([CH3:8])[cH:6][cH:7]1.